This data is from the Open Reaction Database (ORD), a public repository of structured organic reaction records. The task is: describe an organic reaction: reactants, conditions, products, and yield The reactants are N[C@H]1[C@@H](C(OC2=C1C=C(C=C2)C#N)(C)C)O (trans-4-amino-3,4-dihydro-3-hydroxy-2,2-dimethyl-2H-1-benzopyran-6-carbonitrile), CSC(=NC#N)SC (dimethyl N-cyanoimidodithiocarbonate). Solvent: N1=CC=CC=C1 (pyridine), C(C)(=O)OCC (ethyl acetate). Run at temperature 80 celsius, time 2.5 hour. Product: C(#N)N=C(N[C@H]1[C@@H](C(OC2=C1C=C(C=C2)C#N)(C)C)O)SC (trans-4-(3-cyano-2-methyl-1-isothioureido)-3,4-dihydro- 3-hydroxy-2,2-dimethyl-2H-1-benzopyran-6-carbonitrile). Isolated yield 63.6%. RXN SMILES: [NH2:1][C@@H:2]1[C:7]2[CH:8]=[C:9]([C:12]#[N:13])[CH:10]=[CH:11][C:6]=2[O:5][C:4]([CH3:15])([CH3:14])[C@H:3]1[OH:16].[CH3:17][S:18][C:19](SC)=[N:20][C:21]#[N:22]>N1C=CC=CC=1.C(OCC)(=O)C>[C:21]([N:20]=[C:19]([S:18][CH3:17])[NH:1][C@@H:2]1[C:7]2[CH:8]=[C:9]([C:12]#[N:13])[CH:10]=[CH:11][C:6]=2[O:5][C:4]([CH3:14])([CH3:15])[C@H:3]1[OH:16])#[N:22]. Procedure details: A mixture of trans-4-amino-3,4-dihydro-3-hydroxy-2,2-dimethyl-2H-1-benzopyran-6-carbonitrile (2.18 g) and dimethyl N-cyanoimidodithiocarbonate [(CH3S)2C=N--CN] (1.54 g) in dry pyridine (11 ml) was stirred at 80° C. for 2.5 hours, and under reflux for 2.5 hours. The reaction mixture was diluted with ethyl acetate (40 ml) and washed with 5% hydrochloric acid (30 ml×2). The organic layer was washed successively with water (30 ml), saturated aqueous sodium bicarbonate (30 ml) and brine (30 ml), drie... Starting materials: Cc1cc2c(cc1C)C1(c3cc(C)c(C)cc3O2)c2ccccc2-c2ccccc21, CS(C)=O. Yields the product Cc1cc(O)c(C2(c3cc(C)c(C)cc3O)c3ccccc3-c3ccccc32)cc1C. As a reaction SMILES: [CH3:1][c:2]1[cH:3][c:4]2[c:5]([cH:6][c:7]1[CH3:8])[O:9][c:10]1[cH:11][c:12]([CH3:30])[c:13]([CH3:29])[cH:14][c:15]1[C:16]21[c:17]2[cH:18][cH:19][cH:20][cH:21][c:22]2-[c:23]2[cH:24][cH:25][cH:26][cH:27][c:28]21.[CH3:31][S:32](=[O:33])[CH3:34]>>[CH3:1][c:2]1[cH:3][c:4]([C:16]2([c:15]3[c:10]([OH:33])[cH:11][c:12]([CH3:30])[c:13]([CH3:29])[cH:14]3)[c:17]3[cH:18][cH:19][cH:20][cH:21][c:22]3-[c:23]3[cH:24][cH:25][cH:26][cH:27][c:28]32)[c:5]([OH:9])[cH:6][c:7]1[CH3:8]. The reactants are CS(=O)(=O)c1ccc(C(=O)O)cn1, Nc1ccc(Cl)c(-c2ccccn2)c1. Yields the product CS(=O)(=O)c1ccc(C(=O)Nc2ccc(Cl)c(-c3ccccn3)c2)cn1. RXN SMILES: [CH3:15][S:16](=[O:17])(=[O:18])[c:19]1[n:20][cH:21][c:22]([C:23](=[O:24])[OH:25])[cH:26][cH:27]1.[Cl:1][c:2]1[c:3](-[c:9]2[n:10][cH:11][cH:12][cH:13][cH:14]2)[cH:4][c:5]([NH2:6])[cH:7][cH:8]1>>[Cl:1][c:2]1[c:3](-[c:9]2[n:10][cH:11][cH:12][cH:13][cH:14]2)[cH:4][c:5]([NH:6][C:23]([c:22]2[cH:21][n:20][c:19]([S:16]([CH3:15])(=[O:17])=[O:18])[cH:27][cH:26]2)=[O:24])[cH:7][cH:8]1. The reactants are C1(CC1)C(CC(=O)OCC)C1=CC(=NC=C1)OCC=1C=NC(=C(C1)CC(C)(C)C)C1=C(C=CC(=C1)OC)F (ethyl 3-cyclopropyl-3-(2-((6-(2-fluoro-5-methoxyphenyl)-5-neopentylpyridin-3-yl)methoxy)pyridin-4-yl)propanoate), [OH-].[Na+] (sodium hydroxide). Solvent: C1CCOC1 (THF), CO (methanol). Run at time 1 hour. Yields the product C1(CC1)C(CC(=O)O)C1=CC(=NC=C1)OCC=1C=NC(=C(C1)CC(C)(C)C)C1=C(C=CC(=C1)OC)F (3-cyclopropyl-3-(2-((5-(2,2-dimethylpropyl)-6-(2-fluoro-5-methoxyphenyl)pyridin-3-yl)methoxy)pyridin-4-yl)propanoic acid). Yield: 79.3%. RXN SMILES: [CH:1]1([CH:4]([C:11]2[CH:16]=[CH:15][N:14]=[C:13]([O:17][CH2:18][C:19]3[CH:20]=[N:21][C:22]([C:30]4[CH:35]=[C:34]([O:36][CH3:37])[CH:33]=[CH:32][C:31]=4[F:38])=[C:23]([CH2:25][C:26]([CH3:29])([CH3:28])[CH3:27])[CH:24]=3)[CH:12]=2)[CH2:5][C:6]([O:8]CC)=[O:7])[CH2:3][CH2:2]1.[OH-].[Na+]>C1COCC1.CO>[CH:1]1([CH:4]([C:11]2[CH:16]=[CH:15][N:14]=[C:13]([O:17][CH2:18][C:19]3[CH:20]=[N:21][C:22]([C:30]4[CH:35]=[C:34]([O:36][CH3:37])[CH:33]=[CH:32][C:31]=4[F:38])=[C:23]([CH2:25][C:26]([CH3:29])([CH3:27])[CH3:28])[CH:24]=3)[CH:12]=2)[CH2:5][C:6]([OH:8])=[O:7])[CH2:2][CH2:3]1 |f:1.2|. Procedure details: To a solution of ethyl 3-cyclopropyl-3-(2-((6-(2-fluoro-5-methoxyphenyl)-5-neopentylpyridin-3-yl)methoxy)pyridin-4-yl)propanoate (28 mg) in THF (1.0 mL) and methanol (0.50 ml) was added 1N aqueous sodium hydroxide solution (1.0 mL), and the mixture was stirred at room temperature for 1 hr. The solvent in the reaction mixture was evaporated under reduced pressure, and the residue was purified by silica gel column chromatography (ethyl acetate/hexane) to give the title compound (21 mg) as a yellow...